This data is from the Open Reaction Database (ORD), a public repository of structured organic reaction records. The task is: describe an organic reaction: reactants, conditions, products, and yield The reactants are CO, Cc1[nH]c(=O)c(C#N)c(C(C)C)c1F. Product: Cc1[nH]c(=O)c(CN)c(C(C)C)c1F. As a reaction SMILES: [CH3:15][OH:16].[F:1][c:2]1[c:3]([CH:12]([CH3:13])[CH3:14])[c:4]([C:10]#[N:11])[c:5](=[O:9])[nH:6][c:7]1[CH3:8]>>[F:1][c:2]1[c:3]([CH:12]([CH3:13])[CH3:14])[c:4]([CH2:10][NH2:11])[c:5](=[O:9])[nH:6][c:7]1[CH3:8]. Starting materials: O1CCC(=CC1)C=1C=C(C=NC1)N (5-(3,6-dihydro-2H-pyran-4-yl)pyridin-3-amine). The reagents and catalysts are [Pd] (palladium on activated carbon). The solvent is CCOC(=O)C (EtOAc), CCO (EtOH). Conditions: temperature 23 celsius, time 19 hour. Yields the product O1CCC(CC1)C=1C=C(C=NC1)N (5-(Tetrahydro-2H-pyran-4-yl)pyridin-3-amine). RXN SMILES: [O:1]1[CH2:6][CH:5]=[C:4]([C:7]2[CH:8]=[C:9]([NH2:13])[CH:10]=[N:11][CH:12]=2)[CH2:3][CH2:2]1>CCOC(C)=O.CCO.[Pd]>[O:1]1[CH2:6][CH2:5][CH:4]([C:7]2[CH:8]=[C:9]([NH2:13])[CH:10]=[N:11][CH:12]=2)[CH2:3][CH2:2]1. Reported procedure: To a flask containing 5-(3,6-dihydro-2H-pyran-4-yl)pyridin-3-amine (61.6 mg, 0.35 mmol) in EtOAc (3.0 mL) and EtOH (1.0 mL) was added 10% palladium on activated carbon (75.7 mg, 0.071 mmol). After purging, the mixture was stirred under an atmosphere of hydrogen at 23° C. The reaction was monitored with TLC and LC-MS. After 19 h, the reaction was filtered through Celite™. After concentration, the residue was identified as 5-(tetrahydro-2H-pyran-4-yl)pyridin-3-amine that was used without purificat...